This data is from the Open Reaction Database (ORD), a public repository of structured organic reaction records. The task is: describe an organic reaction: reactants, conditions, products, and yield Reactants: ClC1=C(C(=O)O)C(=C(C=C1)[N+](=O)[O-])Cl (2,6dichloro-5-nitrobenzoic acid), COC=1C=C(C=CC1)S (m-methoxybenzenethiol), Cl (hydrochloric acid), [H-].[Na+] (NaH). Run in O1CCCC1 (tetrahydrofuran), O1CCCC1 (tetrahydrofuran), O1CCCC1 (tetrahydrofuran), CCCCC (pentane). Conditions: time 20 hour. Product: ClC1=CC=C(C=2SC3=CC(=CC=C3C(C12)=O)OC)[N+](=O)[O-] (1-chloro-6-methoxy-4-nitrothioxanthone), product. Reaction SMILES: [H-].[Na+].[Cl:3][C:4]1[CH:12]=[CH:11][C:10]([N+:13]([O-:15])=[O:14])=[C:9](Cl)[C:5]=1[C:6]([OH:8])=O.[CH3:17][O:18][C:19]1[CH:20]=[C:21]([SH:25])[CH:22]=[CH:23][CH:24]=1.Cl>O1CCCC1.CCCCC>[Cl:3][C:4]1[C:5]2[C:6](=[O:8])[C:22]3[C:21](=[CH:20][C:19]([O:18][CH3:17])=[CH:24][CH:23]=3)[S:25][C:9]=2[C:10]([N+:13]([O-:15])=[O:14])=[CH:11][CH:12]=1 |f:0.1|. Reported procedure: The requisite 1-chloro-6-methoxy-4-nitrothioxanthone was prepared as follows: To a prewashed (pentane) suspension of NaH in 500 ml of tetrahydrofuran cooled to 0° was added dropwise over about 25 minutes a solution of 35.4 g of 2,6dichloro-5-nitrobenzoic acid in 200 ml of tetrahydrofuran. After about five minutes a solution of 20 g of m-methoxybenzenethiol in 50 ml of tetrahydrofuran was added, and the mixture was stirred for 20 hours as it gradually came to ambient temperature. The mixture was ... Starting materials: C(Cl)Cl (methylene chloride), C([O-])(O)=O.[Na+] (sodium bicarbonate), C(CCC)(=O)C=1C=NC2=C(C=CC=C2C1Cl)OCCSC (3-butyryl-4-chloro-8-(2-methylthioethoxy)quinoline), ClC1=CC=CC=C1N (6-chloroaniline). Solvent: O (water), C1(=CC=CC=C1)C (toluene). Reaction conditions: temperature 90 celsius, time 3 hour. Yields the product C(CCC)(=O)C=1C=NC2=C(C=CC=C2C1NC1=C(C=CC=C1Cl)C)OCCSC (3-butyryl-4-(2-methyl,6-chlorophenylamino)-8-(2-methylthioethoxy)quinoline). Isolated yield 72.0%. As a reaction SMILES: [C:1]([C:6]1[CH:7]=[N:8][C:9]2[C:14]([C:15]=1Cl)=[CH:13][CH:12]=[CH:11][C:10]=2[O:17][CH2:18][CH2:19][S:20][CH3:21])(=[O:5])[CH2:2][CH2:3][CH3:4].[Cl:22][C:23]1[C:28]([NH2:29])=[CH:27][CH:26]=[CH:25][CH:24]=1.[CH2:30](Cl)Cl.C(=O)(O)[O-].[Na+]>C1(C)C=CC=CC=1.O>[C:1]([C:6]1[CH:7]=[N:8][C:9]2[C:14]([C:15]=1[NH:29][C:28]1[C:23]([Cl:22])=[CH:24][CH:25]=[CH:26][C:27]=1[CH3:30])=[CH:13][CH:12]=[CH:11][C:10]=2[O:17][CH2:18][CH2:19][S:20][CH3:21])(=[O:5])[CH2:2][CH2:3][CH3:4] |f:3.4|. Procedure details: A mixture of 3-butyryl-4-chloro-8-(2-methylthioethoxy)quinoline (0.8 g, 2.5 mmol) and 2-methyl, 6-chloroaniline (0.52 g, 3.7 mmol) in toluene (12 ml) was heated to 90° C. and stirred 3.0 h. After cooling to room temperature, methylene chloride and water were added. The mixture was neutralized with a saturated solution of sodium bicarbonate. The organic layer was dried over sodium sulfate and evaporated. Chromatography (SiO2; EtOAc) gave 0.77 g (72%) of the title compound.